From a dataset of the Open Reaction Database (ORD), a public repository of structured organic reaction records. describe an organic reaction: reactants, conditions, products, and yield Starting materials: N1=CC(=CC=C1)C1=NC2=CC=CC=C2C(=C1)NC(OC1=CC=CC=C1)=O (Phenyl N-[2-(pyridin-3-yl)quinolin-4-yl]carbamate), COC=1C=C(C=C(C1)OC)N1CCNCC1 (1-(3,5-dimethoxyphenyl)piperazine), C1CCC2=NCCCN2CC1 (DBU). The solvent is O1CCCC1 (tetrahydrofuran). Run at time 2 hour. Yields the product N1=C(C=CC=C1)C1=NC2=CC=CC=C2C(=C1)NC(=O)N1CCN(CC1)C1=CC(=CC(=C1)OC)OC (1-{[2-(Pyridin-2-yl)quinolin-4-yl]aminocarbonyl}-4-(3,5-dimethoxyphenyl)piperazine). Isolated yield 73.0%. RXN SMILES: N1[CH:6]=[CH:5][CH:4]=[C:3]([C:7]2[CH:16]=[C:15]([NH:17][C:18](=[O:26])OC3C=CC=CC=3)[C:14]3[C:9](=[CH:10][CH:11]=[CH:12][CH:13]=3)[N:8]=2)C=1.[CH3:27][O:28][C:29]1[CH:30]=[C:31]([N:37]2[CH2:42][CH2:41][NH:40][CH2:39][CH2:38]2)[CH:32]=[C:33]([O:35][CH3:36])[CH:34]=1.C1CCN2[C:46](=[N:47]CCC2)CC1>O1CCCC1>[N:47]1[CH:46]=[CH:6][CH:5]=[CH:4][C:3]=1[C:7]1[CH:16]=[C:15]([NH:17][C:18]([N:40]2[CH2:39][CH2:38][N:37]([C:31]3[CH:32]=[C:33]([O:35][CH3:36])[CH:34]=[C:29]([O:28][CH3:27])[CH:30]=3)[CH2:42][CH2:41]2)=[O:26])[C:14]2[C:9](=[CH:10][CH:11]=[CH:12][CH:13]=2)[N:8]=1. Procedure: Phenyl N-[2-(pyridin-3-yl)quinolin-4-yl]carbamate(171 mg, 0.5 mmol) and 1-(3,5-dimethoxyphenyl)piperazine(111 mg, 0.5 mmol) were dissolved in anhydrous tetrahydrofuran and DBU(117 mg, 0.75 mmol) was added and then the mixture was stirred at room temperature for 2 hrs. The above solution was concentrated under the reduced pressure to remove tetrahydrofuran and purified by column chromatography (dichloromethane:methanol=20:1) to obtain the titled compound. Reactants: [N+](=O)([O-])C(C(=O)OC)=C1OCCCN1 (methyl nitro(tetrahydro-2H-1,3-oxazin-2-ylidene)acetate), CSCCO (2-(methylthio)ethanol), mineral oil, [H-].[Na+] (sodium hydride). Run in CN(C=O)C (dimethylformamide). Conditions: time 1 hour. Product: 2-(methylthio)ethyl ester, [N+](=O)([O-])C(C(=O)O)=C1OCCCN1 (nitro(tetrahydro-2H-1,3-oxazin-2-ylidene)acetic acid). As a reaction SMILES: CSCCO.[H-].[Na+].[N+:8]([C:11](=[C:16]1[NH:21][CH2:20][CH2:19][CH2:18][O:17]1)[C:12]([O:14]C)=[O:13])([O-:10])=[O:9]>CN(C)C=O>[N+:8]([C:11](=[C:16]1[NH:21][CH2:20][CH2:19][CH2:18][O:17]1)[C:12]([OH:14])=[O:13])([O-:10])=[O:9] |f:1.2|. Reported procedure: 50 g Of 2-(methylthio)ethanol was added dropwise over a 30-minute period to a stirred mixture of 3.0 g of 57% mineral oil dispersion of sodium hydride in 50 ml of dry dimethylformamide at 0°. The mixture was allowed to warm to room temperature and stirred for 1 hour. Then 6.1 g of 1A was added all at once and the mixture was stirred at room temperature overnight and extracted with ether and with methylene chloride. the aqueous layer was acidified and extracted with methylene chloride. The latter... Reactants: C(=O)(OCC)C(OC1=C(C=C(C=C1CCC)CN1C(N(C2=C1C=CC=C2)CC)=O)CCC)C2=CC1=C(C(=C2)OC)OCO1 (1-[4-(1-carboethoxy-1-(5-methoxy-3,4-methylenedioxyphenyl)methoxy)-3,5-dipropylphenylmethyl]-3-ethyl-2-benzimidazolinone), [OH-].[Na+] (NaOH). Solvent: CO (methanol). Yields the product C(=O)(O)C(OC1=C(C=C(C=C1CCC)CN1C(N(C2=C1C=CC=C2)CC)=O)CCC)C2=CC1=C(C(=C2)OC)OCO1 (1-[4-(1-carboxy-1-(5-methoxy-3,4-methylenedioxyphenyl)methoxy)-3,5-dipropylphenylmethyl]-3-ethyl-2-benzimidazolinone). Reaction SMILES: [C:1]([CH:6]([C:33]1[CH:38]=[C:37]([O:39][CH3:40])[C:36]2[O:41][CH2:42][O:43][C:35]=2[CH:34]=1)[O:7][C:8]1[C:13]([CH2:14][CH2:15][CH3:16])=[CH:12][C:11]([CH2:17][N:18]2[C:22]3[CH:23]=[CH:24][CH:25]=[CH:26][C:21]=3[N:20]([CH2:27][CH3:28])[C:19]2=[O:29])=[CH:10][C:9]=1[CH2:30][CH2:31][CH3:32])([O:3]CC)=[O:2].[OH-].[Na+]>CO>[C:1]([CH:6]([C:33]1[CH:38]=[C:37]([O:39][CH3:40])[C:36]2[O:41][CH2:42][O:43][C:35]=2[CH:34]=1)[O:7][C:8]1[C:9]([CH2:30][CH2:31][CH3:32])=[CH:10][C:11]([CH2:17][N:18]2[C:22]3[CH:23]=[CH:24][CH:25]=[CH:26][C:21]=3[N:20]([CH2:27][CH3:28])[C:19]2=[O:29])=[CH:12][C:13]=1[CH2:14][CH2:15][CH3:16])([OH:3])=[O:2] |f:1.2|. Procedure details: The product from Step D was taken up in 10 mL of methanol and 4 mL 5N NaOH(aq) was added with stirring at room temperature. The reaction was stirred for 3 hours and the volatiles removed in vacuo. The resultant slurry was diluted with 50 mL H2O and acidified with 1N HCl (aq) and extracted with 3×20 mL ethyl acetate. The combined organics were concentrated in vacuo. Trituration of the resultant oil with ethyl ether gave 64 mg (82%-2 steps) of the title compound as a white solid. Starting materials: NC1CCCCC(=O)N1 (ε-Aminocaprolactam), FC1(C(=O)NCCCC1)F (difluorocaprolactam), FC1C(C(=O)NCCC1)(F)F (trifluoro-caprolactam), FOC(F)(F)F (Fluoroxytrifluoromethane), C-fluorinated caprolactams. The product is FC1C(=O)NC(CCC1)N (Fluoro-ε-aminocaprolactam). Reaction SMILES: [NH2:1][CH:2]1[NH:9][C:7](=[O:8])[CH2:6][CH2:5][CH2:4][CH2:3]1.[F:10]OC(F)(F)F.FC1(F)CCCCNC1=O.FC1CCCNC(=O)C1(F)F>>[F:10][CH:6]1[CH2:5][CH2:4][CH2:3][CH:2]([NH2:1])[NH:9][C:7]1=[O:8]. Reported procedure: ε-Aminocaprolactam (2.26 g., 0.02 mole) is dissolved in 60 ml. of liquid HF. Fluoroxytrifluoromethane (10.4 g., 0.1 mole) is passed into the solution under ultraviolet irradiation over 51/2 hours, while kept under vigorous stirring in a dry-ice-acetone cooling bath. After 11/2 hours more ultraviolet irradiation under similar conditions, the solvent is removed by distillation. The residue is quenched with ice and water and extracted 3 times with ethyl acetate. The combined extracts are washed wit... Reactants: FC(C(=O)OC(C(F)(F)F)=O)(F)F (trifluoroacetic anhydride), C(CCCC(=O)O)(=O)OC(COC(CCCCCCC)=O)COC(CCCCCCC)=O (2-Octanoyloxy-1-(octanoyloxymethyl)ethyl hydrogen glutarate), C1=CC(=C(C=C1Cl)O)OC=2C=CC(=CC2Cl)Cl (Triclosan). Run in C1(=CC=CC=C1)C (toluene). Conditions: time 20 hour. The product is C(CCCC(=O)OC(COC(CCCCCCC)=O)COC(CCCCCCC)=O)(=O)OC1=C(C=CC(=C1)Cl)OC1=C(C=C(C=C1)Cl)Cl (5-chloro-2-(2,4-dichlorophenoxy)phenyl 2-octanoyloxy-1-(octanoyloxymethyl)ethyl glutarate). As a reaction SMILES: [C:1]([O:9][CH:10]([CH2:22][O:23][C:24](=[O:32])[CH2:25][CH2:26][CH2:27][CH2:28][CH2:29][CH2:30][CH3:31])[CH2:11][O:12][C:13](=[O:21])[CH2:14][CH2:15][CH2:16][CH2:17][CH2:18][CH2:19][CH3:20])(=[O:8])[CH2:2][CH2:3][CH2:4][C:5]([OH:7])=[O:6].FC(F)(F)C(OC(=O)C(F)(F)F)=O.[CH:46]1[C:51]([Cl:52])=[CH:50][C:49](O)=[C:48]([O:54][C:55]2[CH:56]=[CH:57][C:58]([Cl:62])=[CH:59][C:60]=2[Cl:61])[CH:47]=1>C1(C)C=CC=CC=1>[C:5]([O:7][C:49]1[CH:50]=[C:51]([Cl:52])[CH:46]=[CH:47][C:48]=1[O:54][C:55]1[CH:56]=[CH:57][C:58]([Cl:62])=[CH:59][C:60]=1[Cl:61])(=[O:6])[CH2:4][CH2:3][CH2:2][C:1]([O:9][CH:10]([CH2:22][O:23][C:24](=[O:32])[CH2:25][CH2:26][CH2:27][CH2:28][CH2:29][CH2:30][CH3:31])[CH2:11][O:12][C:13](=[O:21])[CH2:14][CH2:15][CH2:16][CH2:17][CH2:18][CH2:19][CH3:20])=[O:8]. Procedure details: 2-Octanoyloxy-1-(octanoyloxymethyl)ethyl hydrogen glutarate (4.22 g.) was dissolved in dry toluene (40 ml.) and stirred with trifluoroacetic anhydride (5.2 ml.) for 2.5 hours. Triclosan (2.67 g.) was added and the mixture stirred for a further 20 hours. The solution obtained was washed successively with water (2×40 ml.), saturated sodium bicarbonate solution (2×40 ml.) and saturated brine (40 ml.). The organic phase was dried (MgSO4) and evaporated. The oil obtained was chromatographed on silica... The reactants are C(C=C)(=O)N (acrylamide), C(CC)N (n-propylamine), C(C)P(OC)(=O)OC (dimethyl ethanephosphonate). Run at temperature 50 celsius, time 5 hour. The product is COP(=O)(CCC(=O)N)CC (3-(Methoxy-ethylphospinyl)propionamide). Yield: 92.3%. Reaction SMILES: [C:1]([NH2:5])(=[O:4])[CH:2]=[CH2:3].C(N)CC.[CH2:10]([P:12](OC)(=[O:15])[O:13][CH3:14])[CH3:11]>>[CH3:14][O:13][P:12]([CH2:10][CH3:11])([CH2:3][CH2:2][C:1]([NH2:5])=[O:4])=[O:15]. Procedure details: 71 g of acrylamide and 120 g of n-propylamine are mixed at room temperature under nitrogen and the mixture is heated to 50° C. 122 g of dimethyl ethanephosphonate are added dropwise to the reaction solution in the course of 30 minutes. The reaction mixture is then stirred for 5 hours at reflux temperature and the solvent (low-boiling solvent such as excess propylamine+N-methyl-N-propylamine) is removed by vacuum distillation. The crude product is obtained in a yield of 175 g with a 94.4% purity,...